Dataset: the Open Reaction Database (ORD), a public repository of structured organic reaction records. Task: describe an organic reaction: reactants, conditions, products, and yield As a reaction SMILES: C(S[C:4]1[O:5][C:6]2[C:11]([C:12](=[O:14])[CH:13]=1)=[CH:10][CH:9]=[C:8]1[CH:15]=[CH:16][CH:17]=[CH:18][C:7]=21)C.[NH:19]1[CH2:24][CH2:23][NH:22][CH2:21][CH2:20]1>CO>[N:19]1([C:4]2[O:5][C:6]3[C:11]([C:12](=[O:14])[CH:13]=2)=[CH:10][CH:9]=[C:8]2[CH:15]=[CH:16][CH:17]=[CH:18][C:7]=32)[CH2:24][CH2:23][NH:22][CH2:21][CH2:20]1. The solvent is CO (Methanol). Product: N1(CCNCC1)C=1OC2=C3C(=CC=C2C(C1)=O)C=CC=C3 (2-piperazin-1-yl-benzo[h]chromen-4-one). Isolated yield 28.0%. Starting materials: C(C)SC=1OC2=C3C(=CC=C2C(C1)=O)C=CC=C3 (2-ethylsulphanyl-benzo[h]chromen-4-one), N1CCNCC1 (piperazine). Procedure: Prepared from 2-ethylsulphanyl-benzo[h]chromen-4-one (0.384 g, 1.5 mmol) and piperazine (1.29 g, 15 mmol). Recrystallisation from ethyl acetate provided an off white solid. (0.121 g, 0.43 mmol, 28% yield) mp 208-209° C. UV λmax=317.0, 273.0, 255.0, 216.5 nm (Methanol). 1H NMR (200 MHz, CDCl3) δ 3.01 (4H, m); 3.55 (4H, m); 5.57 (1H, s); 7.56 (2H, m); 7.66 (1H, d); 7.85 (1H, m); 8.08 (1H, d); 8.21 (1H, m). EIMS m/z (EI+): 280 (M+), 261, 238, 225, 170, 139. Anal. Calcd for C17H16N2O2.0.3H2O: C, 71....